From a dataset of the Open Reaction Database (ORD), a public repository of structured organic reaction records. describe an organic reaction: reactants, conditions, products, and yield Reaction SMILES: [C:1]([NH:5][S:6]([C:9]1[CH:14]=[C:13]([C:15]([N:17]2[CH2:22][CH2:21][C:20]([CH2:29][CH2:30][OH:31])([C:23]3[CH:28]=[CH:27][CH:26]=[CH:25][CH:24]=3)[O:19][CH2:18]2)=[O:16])[C:12]([Cl:32])=[CH:11][C:10]=1[F:33])(=[O:8])=[O:7])([CH3:4])([CH3:3])[CH3:2].CS(C)=O.C(N(C(C)C)CC)(C)C.C([O-])(O)=O.[Na+]>C(Cl)Cl>[C:1]([NH:5][S:6]([C:9]1[CH:14]=[C:13]([C:15]([N:17]2[CH2:22][CH2:21][C:20]([CH2:29][CH:30]=[O:31])([C:23]3[CH:28]=[CH:27][CH:26]=[CH:25][CH:24]=3)[O:19][CH2:18]2)=[O:16])[C:12]([Cl:32])=[CH:11][C:10]=1[F:33])(=[O:8])=[O:7])([CH3:4])([CH3:2])[CH3:3] |f:3.4|. Product: C(C)(C)(C)NS(=O)(=O)C1=C(C=C(C(=C1)C(=O)N1COC(CC1)(C1=CC=CC=C1)CC=O)Cl)F (N-(tert-butyl)-4-chloro-2-fluoro-5-{[6-(2-oxoethyl)-6-phenyl-1,3-oxazinan-3-yl]carbonyl}benzenesulfonamide). Procedure: To a 0° C. solution of N-(tert-butyl)-4-chloro-2-fluoro-5-{[6-(2-hydroxyethyl)-6-phenyl-1,3-oxazinan-3-yl]carbonyl}benzenesulfonamide (25.2 mg, 0.05 mmol) in dimethyl sulfoxide (71 μL, 1 mmol), diisopropylethylamine (53 μL, 0.30 mmol) and 1 mL CH2Cl2 was added SO3.pyr in one portion. The reaction mixture was stirred for 2 h at 0° C., saturated aqueous NaHCO3 was added, and the aqueous layer was extracted with CHCl3. After evaporation, the resultant crude N-(tert-butyl)-4-chloro-2-fluoro-5-{[6-(2... Reactants: C(=O)(O)[O-].[Na+] (NaHCO3), C(C)(C)(C)NS(=O)(=O)C1=C(C=C(C(=C1)C(=O)N1COC(CC1)(C1=CC=CC=C1)CCO)Cl)F (N-(tert-butyl)-4-chloro-2-fluoro-5-{[6-(2-hydroxyethyl)-6-phenyl-1,3-oxazinan-3-yl]carbonyl}benzenesulfonamide), CS(=O)C (dimethyl sulfoxide), C(C)(C)N(CC)C(C)C (diisopropylethylamine). Conditions: temperature 0 celsius, time 2 hour. Solvent: C(Cl)Cl (CH2Cl2). Reactants: C#Cc1nc(-c2ccncc2)c(-c2ccco2)nc1N, CCO, O=[Pt]=O. The product is CCc1nc(-c2ccncc2)c(-c2ccco2)nc1N. Reaction SMILES: [C:1](#[CH:2])[c:3]1[c:4]([NH2:20])[n:5][c:6](-[c:15]2[o:16][cH:17][cH:18][cH:19]2)[c:7](-[c:9]2[cH:10][cH:11][n:12][cH:13][cH:14]2)[n:8]1.[CH3:21][CH2:22][OH:23].[Pt:24](=[O:25])=[O:26]>>[CH2:1]([CH3:2])[c:3]1[c:4]([NH2:20])[n:5][c:6](-[c:15]2[o:16][cH:17][cH:18][cH:19]2)[c:7](-[c:9]2[cH:10][cH:11][n:12][cH:13][cH:14]2)[n:8]1. Starting materials: CC=1NC=C(N1)C1=CC=C(C=C1)N (2-Methyl-4-(4-amino-phenyl)-1H-imidazole), ethyl N-phenyl-formamidate, C(\C=C/C(=O)O)(=O)O.C(CC)NC=NC1=C(C=C(C=C1)C=1N=C(NC1)C)OC (N-n-Propyl-N'-[2-methoxy-4-(2-methyl-imidazol-4-yl)phenyl]-formamidine. Maleate salt). Reaction conditions: time 3 hour. The product is C1(=CC=CC=C1)NC=NC1=CC=C(C=C1)C=1N=C(NC1)C (N-Phenyl-N'-[4-(2-methyl-imidazol-4-yl)phenyl]-formamidine). As a reaction SMILES: [CH3:1][C:2]1[NH:3][CH:4]=[C:5]([C:7]2[CH:12]=[CH:11][C:10]([NH2:13])=[CH:9][CH:8]=2)[N:6]=1.C(O)(=O)/C=C\C(O)=O.C(N[CH:26]=[N:27][C:28]1[CH:33]=[CH:32][C:31](C2N=C(C)NC=2)=[CH:30][C:29]=1OC)CC>>[C:28]1([NH:27][CH:26]=[N:13][C:10]2[CH:11]=[CH:12][C:7]([C:5]3[N:6]=[C:2]([CH3:1])[NH:3][CH:4]=3)=[CH:8][CH:9]=2)[CH:33]=[CH:32][CH:31]=[CH:30][CH:29]=1 |f:1.2|. Procedure details: 2-Methyl-4-(4-amino-phenyl)-1H-imidazole (5 g) was added to a solution of ethyl N-phenyl-formamidate (5 g) in acetone (25 ml). After 3 hours of stirring at room temperature, the solid which separated out was filtered off and dried. The product was treated with glacial acetic acid in acetone. The acetate salt which precipitated was filtered off and dried to give 4.6 g of the title compound. Starting materials: [BH4-].[Na+] (Sodium borohydride), CNC=1COC2=C(C(C1)=O)C=CC=C2 (3-methylamino-1-benzoxepin-5-(2H)-one), ice water, C([O-])([O-])=O.[Na+].[Na+] (sodium carbonate), [BH4-].[Na+] (sodium borohydride). The solvent is O1CCOCC1 (dioxane), C(C)(=O)O (acetic acid). The product is CNC1COC2=C(C(C1)O)C=CC=C2 (racemic-2,3,4,5-tetrahydro-3-methylamino-1-benzoxepin-5-ol). RXN SMILES: [BH4-].[Na+].[CH3:3][NH:4][C:5]1[CH2:6][O:7][C:8]2[CH:16]=[CH:15][CH:14]=[CH:13][C:9]=2[C:10](=[O:12])[CH:11]=1.C(=O)([O-])[O-].[Na+].[Na+]>O1CCOCC1.C(O)(=O)C>[CH3:3][NH:4][CH:5]1[CH2:11][CH:10]([OH:12])[C:9]2[CH:13]=[CH:14][CH:15]=[CH:16][C:8]=2[O:7][CH2:6]1 |f:0.1,3.4.5|. Procedure details: Sodium borohydride is added in small portions to a solution of 18.8 g (0.1 mole) 3-methylamino-1-benzoxepin-5-(2H)-one in a mixture of 125 ml dioxane and 125 ml acetic acid cooled in an ice bath. The reaction solution is maintained in a cooled state during the addition of the sodium borohydride (0.4 mole) up to the end of the reaction. The reaction solution is then poured into ice water, made alkaline with sodium carbonate and extracted with dichloromethane. The organic solution is washed with s... As a reaction SMILES: [CH3:21][CH2:22][OH:23].[Cl:2][CH2:3][CH2:4][CH:5]([C:6](=[O:7])[NH:8][c:9]1[s:10][cH:11][c:12]([C:16]([CH3:17])([CH3:18])[CH3:19])[c:13]1[C:14]#[N:15])[CH3:20].[Na:1]>>[CH2:3]1[CH2:4][CH:5]([CH3:20])[C:6](=[O:7])[N:8]1[c:9]1[s:10][cH:11][c:12]([C:16]([CH3:17])([CH3:18])[CH3:19])[c:13]1[C:14]#[N:15]. Reactants: CCO, CC(CCCl)C(=O)Nc1scc(C(C)(C)C)c1C#N, [Na]. Product: CC1CCN(c2scc(C(C)(C)C)c2C#N)C1=O. Reactants: COC(=O)C1=CC=C2C=C(C(NC2=C1)=O)C(CBr)=O (3-(2-Bromo-acetyl)-2-oxo-1,2-dihydro-quinoline-7-carboxylic acid methyl ester), CNC(=S)N (1-methyl-2-thiourea). The solvent is CO (MeOH). Yields the product COC(=O)C1=CC=C2C=C(C(NC2=C1)=O)C=1N=C(SC1)NC (3-(2-methylamino-thiazol-4-yl)-2-oxo-1,2-dihydro-quinoline-7-carboxylic acid methyl ester). As a reaction SMILES: [CH3:1][O:2][C:3]([C:5]1[CH:14]=[C:13]2[C:8]([CH:9]=[C:10]([C:16](=O)[CH2:17]Br)[C:11](=[O:15])[NH:12]2)=[CH:7][CH:6]=1)=[O:4].[CH3:20][NH:21][C:22]([NH2:24])=[S:23]>CO>[CH3:1][O:2][C:3]([C:5]1[CH:14]=[C:13]2[C:8]([CH:9]=[C:10]([C:16]3[N:24]=[C:22]([NH:21][CH3:20])[S:23][CH:17]=3)[C:11](=[O:15])[NH:12]2)=[CH:7][CH:6]=1)=[O:4]. Procedure details: This compound was made analogous to Example 8733, step G. 3-(2-Bromo-acetyl)-2-oxo-1,2-dihydro-quinoline-7-carboxylic acid methyl ester (497 mg, 1.5 mmol) and 1-methyl-2-thiourea (130 mg, 1.4 mmol) in MeOH were heated to 150° C. for 400 seconds in the microwave. MS m/z: 316 (M+1), 314 (M−1).